From a dataset of the Open Reaction Database (ORD), a public repository of structured organic reaction records. describe an organic reaction: reactants, conditions, products, and yield Starting materials: ClC1=C(C(=C(N)C(=C1)[N+](=O)[O-])F)F (4-chloro-2,3-difluoro-6-nitroaniline), O (Water), C(C)N1CCNCC1 (1-ethylpiperazine), C([O-])([O-])=O.[K+].[K+] (potassium carbonate). Run in CS(=O)C (dimethylsulfoxide). Run at temperature 50 celsius, time 2 hour. Product: ClC1=C(C(=C(N)C(=C1)[N+](=O)[O-])F)N1CCN(CC1)CC (4-Chloro-3-(4-ethylpiperazin-1-yl)-2-fluoro-6-nitroaniline). Isolated yield 63.1%. RXN SMILES: [Cl:1][C:2]1[CH:8]=[C:7]([N+:9]([O-:11])=[O:10])[C:5]([NH2:6])=[C:4]([F:12])[C:3]=1F.[CH2:14]([N:16]1[CH2:21][CH2:20][NH:19][CH2:18][CH2:17]1)[CH3:15].C(=O)([O-])[O-].[K+].[K+].O>CS(C)=O>[Cl:1][C:2]1[CH:8]=[C:7]([N+:9]([O-:11])=[O:10])[C:5]([NH2:6])=[C:4]([F:12])[C:3]=1[N:19]1[CH2:20][CH2:21][N:16]([CH2:14][CH3:15])[CH2:17][CH2:18]1 |f:2.3.4|. Procedure: To a solution of 768 mg of 4-chloro-2,3-difluoro-6-nitroaniline (which was prepared by the method described in WO 98/56761 or WO 98/35977) and 629 mg of 1-ethylpiperazine in 5 ml of dimethylsulfoxide, 1.00 g of potassium carbonate was added, followed by 2 hours' stirring at 50° C. Water was added to the reaction liquid, followed by extraction with ethyl acetate. The ethyl acetate layer was washed with saturated brine, dried on anhydrous magnesium sulfate, and the solvent was distilled off. The r... Reactants: CC1=NN(C(=N1)C)C1=CC(=CN=N1)[C@H]1[C@@H](C1)C=O (trans-2-(6-(3,5-dimethyl-1H-1,2,4-triazol-1-yl)pyridazin-4-yl)cyclopropanecarbaldehyde), CNC=1C(=CC=CC1)N (N1-methylbenzene-1,2-diamine), CC(=O)O (AcOH), N (NH3). The reagents and catalysts are [O-]S(=O)(=O)[O-].[Cu+2] (CuSO4). Run in C(C)O (ethanol), C(C)O (ethanol). Run at time 4 hour. Product: CC1=NN(C(=N1)C)C1=CC(=CN=N1)[C@H]1[C@@H](C1)C1=NC2=C(N1C)C=CC=C2 (trans-2-(2-(6-(3,5-dimethyl-1H-1,2,4-triazol-1-yl)pyridazin-4-yl)cyclopropyl)-1-methyl-1H-benzo[d]imidazole). RXN SMILES: [CH3:1][C:2]1[N:6]=[C:5]([CH3:7])[N:4]([C:8]2[N:13]=[N:12][CH:11]=[C:10]([C@@H:14]3[CH2:16][C@H:15]3[CH:17]=O)[CH:9]=2)[N:3]=1.[CH3:19][NH:20][C:21]1[C:22]([NH2:27])=[CH:23][CH:24]=[CH:25][CH:26]=1.CC(O)=O.N>C(O)C.[O-]S([O-])(=O)=O.[Cu+2]>[CH3:1][C:2]1[N:6]=[C:5]([CH3:7])[N:4]([C:8]2[N:13]=[N:12][CH:11]=[C:10]([C@@H:14]3[CH2:16][C@H:15]3[C:17]3[N:20]([CH3:19])[C:21]4[CH:26]=[CH:25][CH:24]=[CH:23][C:22]=4[N:27]=3)[CH:9]=2)[N:3]=1 |f:5.6|. Procedure: To a solution of trans-2-(6-(3,5-dimethyl-1H-1,2,4-triazol-1-yl)pyridazin-4-yl)cyclopropanecarbaldehyde (23-6, 70 mg, 0.29 mmol, 1.0 eq.) and N1-methylbenzene-1,2-diamine (42 mg, 0.35 mmol, 1.2 eq.) in ethanol (1.5 mL) was added anhydrous CuSO4 (56 mg, 0.35 mmol, 1.2 eq.) and AcOH (21 mg, 0.35 mmol, 1.2 eq.). The mixture was stirred at room temperature for 4 hours then basified with 2 M NH3 in ethanol (1.0 mL). The resulting mixture was filtered and the filtrate was concentrated. The residue was...